From a dataset of the Open Reaction Database (ORD), a public repository of structured organic reaction records. describe an organic reaction: reactants, conditions, products, and yield Yields the product BrCC1OCC2=C(O1)C=C(C=C2)S(=O)(=O)C (2-(BROMOMETHYL)-7-(METHYLSULFONYL)-4H-1,3-BENZODIOXINE). As a reaction SMILES: [OH:1][CH2:2][C:3]1[CH:8]=[CH:7][C:6]([S:9]([CH3:12])(=[O:11])=[O:10])=[CH:5][C:4]=1[OH:13].[Br:14][CH2:15][CH:16](OC)OC.C1COCC1.OS(O)(=O)=O>O.CCOC(C)=O>[Br:14][CH2:15][CH:16]1[O:13][C:4]2[CH:5]=[C:6]([S:9]([CH3:12])(=[O:10])=[O:11])[CH:7]=[CH:8][C:3]=2[CH2:2][O:1]1. Yield: 179.8%. The reactants are OCC1=C(C=C(C=C1)S(=O)(=O)C)O (2-(hydroxymethyl)-5-(methylsulfonyl)phenol), BrCC(OC)OC (2-bromo-1,1-dimethoxyethane), C1CCOC1 (THF), OS(=O)(=O)O (H2SO4). Procedure: 2-(hydroxymethyl)-5-(methylsulfonyl)phenol (3.3 g, 16.3 mmol), 2-bromo-1,1-dimethoxyethane (19.0 ml, 163 mmol), dry THF (30 ml) and concentrated H2SO4 (5 ml) were heated at 55° C. for 1 h. The reaction mixture was brought to ambient temperature and EtOAc and water were added. The phases were separated and the aqueous phase was extracted twice with EtOAc. The combined organic phases were dried (Na2SO4), filtered and evaporated to dryness to give an oil (9.0 g). The oil was crystallizing upon cool... The solvent is O (water), CCOC(=O)C (EtOAc). Starting materials: CC(Cl)OC(=O)OC1CCCCC1, O=C([O-])[O-], CN(C)C=O, [I-], [K+], [K+], [K+], O, CC(OCC(O)CNC(C)(C)Cc1ccc2ccccc2c1)c1ccccc1-c1ccc(C(=O)O)cc1. Product: CC(OC(=O)OC1CCCCC1)OC(=O)c1ccc(-c2ccccc2C(C)OCC(O)CNC(C)(C)Cc2ccc3ccccc3c2)cc1. RXN SMILES: [C:1]([O:2][CH:3]([CH3:4])[Cl:5])([O:6][CH:7]1[CH2:8][CH2:9][CH2:10][CH2:11][CH2:12]1)=[O:13].[C:51](=[O:52])([O-:53])[O-:54].[CH3:59][N:60]([CH3:61])[CH:62]=[O:63].[I-:58].[K+:55].[K+:56].[K+:57].[OH2:64].[OH:14][CH:15]([CH2:16][O:17][CH:18]([CH3:19])[c:20]1[c:21](-[c:26]2[cH:27][cH:28][c:29]([C:32](=[O:33])[OH:34])[cH:30][cH:31]2)[cH:22][cH:23][cH:24][cH:25]1)[CH2:35][NH:36][C:37]([CH2:38][c:39]1[cH:40][c:41]2[cH:42][cH:43][cH:44][cH:45][c:46]2[cH:47][cH:48]1)([CH3:49])[CH3:50]>>[C:1]([O:2][CH:3]([CH3:4])[O:34][C:32]([c:29]1[cH:28][cH:27][c:26](-[c:21]2[c:20]([CH:18]([O:17][CH2:16][CH:15]([OH:14])[CH2:35][NH:36][C:37]([CH2:38][c:39]3[cH:40][c:41]4[cH:42][cH:43][cH:44][cH:45][c:46]4[cH:47][cH:48]3)([CH3:49])[CH3:50])[CH3:19])[cH:25][cH:24][cH:23][cH:22]2)[cH:31][cH:30]1)=[O:33])([O:6][CH:7]1[CH2:8][CH2:9][CH2:10][CH2:11][CH2:12]1)=[O:13]. The reactants are CCOC(=O)C(F)Br, CCOC(=O)C1(C(C)=O)CC1, CCOC(C)=O, ClC(Cl)Cl, Cl, I, O=S(Cl)Cl, [Zn], c1ccncc1, c1ccccc1. Yields the product CCOC(=O)C(F)=C(C)C1(C(=O)OCC)CC1. As a reaction SMILES: [Br:13][CH:14]([C:15](=[O:16])[O:17][CH2:18][CH3:19])[F:20].[C:1]([CH3:2])(=[O:3])[C:4]1([C:7](=[O:8])[O:9][CH2:10][CH3:11])[CH2:5][CH2:6]1.[CH3:43][CH2:44][O:45][C:46](=[O:47])[CH3:48].[CH:39]([Cl:40])([Cl:41])[Cl:42].[ClH:21].[I:12].[S:28]([Cl:29])([Cl:30])=[O:31].[Zn:38].[cH:22]1[cH:23][cH:24][n:25][cH:26][cH:27]1.[cH:32]1[cH:33][cH:34][cH:35][cH:36][cH:37]1>>[C:1]([CH3:2])([C:4]1([C:7](=[O:8])[O:9][CH2:10][CH3:11])[CH2:5][CH2:6]1)=[C:14]([C:15](=[O:16])[O:17][CH2:18][CH3:19])[F:20]. Starting materials: CCCCN(CCCC)CCCC, COCC(=O)Nc1c(I)c(C(=O)O)c(I)c(C(=O)O)c1I, [Cl-], [Cl-], CN(C)C=O, NCC(O)CO. Yields the product COCC(=O)Nc1c(I)c(C(=O)O)c(I)c(C(=O)NCC(O)CO)c1I, [Cl-]. Reaction SMILES: [CH3:24][CH2:25][CH2:26][CH2:27][N:28]([CH2:29][CH2:30][CH2:31][CH3:32])[CH2:33][CH2:34][CH2:35][CH3:36].[CH3:3][O:4][CH2:5][C:6](=[O:7])[NH:8][c:9]1[c:10]([I:23])[c:11]([C:20](=[O:21])[OH:22])[c:12]([I:19])[c:13]([C:14](=[O:15])[OH:16])[c:17]1[I:18].[Cl-:1].[Cl-:2].[O:43]=[CH:44][N:45]([CH3:46])[CH3:47].[OH:37][CH:38]([CH2:39][NH2:40])[CH2:41][OH:42]>>[CH3:3][O:4][CH2:5][C:6](=[O:7])[NH:8][c:9]1[c:10]([I:23])[c:11]([C:20](=[O:21])[OH:22])[c:12]([I:19])[c:13]([C:14](=[O:16])[NH:40][CH2:39][CH:38]([OH:37])[CH2:41][OH:42])[c:17]1[I:18].[Cl-:1]. Reactants: ice water, CC=1OC2=C(C1)C=CC=C2C(=O)OC (methyl 2-methylbenzofuran-7-carboxylate), C(C)(=O)Cl (acetyl chloride), [Cl-].[Al+3].[Cl-].[Cl-] (aluminum chloride). The solvent is ClC(C)Cl (dichloroethane). Product: C(C)(=O)C1=C(OC2=C1C=CC=C2C(=O)OC)C (methyl 3-acetyl-2-methylbenzofuran-7-carboxylate). Isolated yield 88.5%. Reaction SMILES: [CH3:1][C:2]1[O:3][C:4]2[C:10]([C:11]([O:13][CH3:14])=[O:12])=[CH:9][CH:8]=[CH:7][C:5]=2[CH:6]=1.[C:15](Cl)(=[O:17])[CH3:16].[Cl-].[Al+3].[Cl-].[Cl-]>ClC(Cl)C>[C:15]([C:6]1[C:5]2[CH:7]=[CH:8][CH:9]=[C:10]([C:11]([O:13][CH3:14])=[O:12])[C:4]=2[O:3][C:2]=1[CH3:1])(=[O:17])[CH3:16] |f:2.3.4.5|. Reported procedure: A mixture of 1.0 g of methyl 2-methylbenzofuran-7-carboxylate, 1.24 g of acetyl chloride, 2.15 g of aluminum chloride and 20 ml of dichloroethane is heated at 50°-60° C. for 1 hour. The reaction mixture is poured into ice-water and the aqueous mixture is extracted with chloroform. The extract is washed with water, dried and evaporated to remove solvent. The residue is recrystallized from ethyl acetate-n-hexane to give 1.08 g of methyl 3-acetyl-2-methylbenzofuran-7-carboxylate as colorless needle... Starting materials: CC(C)N1CCN(C(=O)OC(C)(C)C)CC1, CCO, Cl. Yields the product Cl, CC(C)N1CCNCC1. Reaction SMILES: [C:2]([O:3][C:4](=[O:5])[N:9]1[CH2:10][CH2:11][N:12]([CH:15]([CH3:16])[CH3:17])[CH2:13][CH2:14]1)([CH3:6])([CH3:7])[CH3:8].[CH3:18][CH2:19][OH:20].[ClH:1]>>[ClH:1].[NH:9]1[CH2:10][CH2:11][N:12]([CH:15]([CH3:16])[CH3:17])[CH2:13][CH2:14]1. Reactants: C(C)(C)(C)S(=O)N=CCC(C(=O)OCC)C (ethyl 4-((tert-butylsulfinyl)imino)-2-methylbutanoate), IC1=C(C=CC=C1OC)OC (2-iodo-1,3-dimethoxybenzene), [Li]CCCC (n-BuLi), hexanes, [NH4+].[Cl-] (NH4Cl). Solvent: C1CCOC1 (THF), C1CCOC1 (THF), O (water), CCOCC (Et2O). Conditions: temperature -78 celsius, time 15 minute. Product: COC1=C(C(=CC=C1)OC)C(CC(C(=O)OCC)C)NS(=O)C(C)(C)C (ethyl 4-(2,6-dimethoxyphenyl)-4-(1,1-dimethylethylsulfinamido)-2-methylbutanoate). As a reaction SMILES: I[C:2]1[C:7]([O:8][CH3:9])=[CH:6][CH:5]=[CH:4][C:3]=1[O:10][CH3:11].[Li]CCCC.[C:17]([S:21]([N:23]=[CH:24][CH2:25][CH:26]([CH3:32])[C:27]([O:29][CH2:30][CH3:31])=[O:28])=[O:22])([CH3:20])([CH3:19])[CH3:18].[NH4+].[Cl-]>C1COCC1.O.CCOCC>[CH3:11][O:10][C:3]1[CH:4]=[CH:5][CH:6]=[C:7]([O:8][CH3:9])[C:2]=1[CH:24]([NH:23][S:21]([C:17]([CH3:19])([CH3:18])[CH3:20])=[O:22])[CH2:25][CH:26]([CH3:32])[C:27]([O:29][CH2:30][CH3:31])=[O:28] |f:3.4|. Reported procedure: A cooled (−78° C.) yellow solution of 2-iodo-1,3-dimethoxybenzene (8.553 g; 32.39 mmol) in anh. THF (175 ml), under nitrogen, was treated dropwise with a solution of 1.6 M n-BuLi in hexanes (20.25 ml; 32.40 mmol). The resulting slightly yellow solution was further stirred at −78° C. for 15 min. A yellow solution of ethyl 4-((tert-butylsulfinyl)imino)-2-methylbutanoate (6.410 g; 25.91 mmol) in anh. THF (15 ml) was then added dropwise to the cooled reaction mixture, and stirring at −78° C. was con... The reactants are BrB(Br)Br, ClCCl, COCCn1nc2c(N)nc3ccccc3c2c1CC(C)(C)O. Product: CC(C)(O)Cc1c2c(nn1CCO)c(N)nc1ccccc12. RXN SMILES: [B:1]([Br:2])([Br:3])[Br:4].[Cl:28][CH2:29][Cl:30].[NH2:5][c:6]1[n:7][c:8]2[cH:9][cH:10][cH:11][cH:12][c:13]2[c:14]2[c:15]1[n:16][n:17]([CH2:24][CH2:25][O:26][CH3:27])[c:18]2[CH2:19][C:20]([CH3:21])([OH:22])[CH3:23]>>[NH2:5][c:6]1[n:7][c:8]2[cH:9][cH:10][cH:11][cH:12][c:13]2[c:14]2[c:15]1[n:16][n:17]([CH2:24][CH2:25][OH:26])[c:18]2[CH2:19][C:20]([CH3:21])([OH:22])[CH3:23]. Reactants: C(C)(C)(C)OC(=O)N1CCN(CC1)C1=NC=2N(C(N(C(C2N1CC=C(C)C)=O)COC(C(C)(C)C)=O)=O)COC(C(C)(C)C)=O (4-[1,3-Bis(2,2-dimethylpropionyloxymethyl)-7-(3-methylbut-2-enyl)-2,6-dioxo-2,3,6,7-tetrahydro-1H-purin-8-yl]piperazine-1-carboxylic acid tert-butyl ester), [H-].[Na+] (sodium hydride). Solvent: O1CCCC1 (tetrahydrofuran), CO (methanol), C(C)(=O)OCC (ethyl acetate). Reaction conditions: time 10 minute. Product: C(C)(C)(C)OC(=O)N1CCN(CC1)C1=NC=2NC(N(C(C2N1CC=C(C)C)=O)COC(C(C)(C)C)=O)=O (4-[1-(2,2-Dimethylpropionyloxymethyl)-7-(3-methylbut-2-enyl)-2,6-dioxo-2,3,6,7-tetrahydro-1H-purin-8-yl]piperazine-1-carboxylic acid tert-butyl ester). Yield: 94.3%. As a reaction SMILES: [C:1]([O:5][C:6]([N:8]1[CH2:13][CH2:12][N:11]([C:14]2[N:22]([CH2:23][CH:24]=[C:25]([CH3:27])[CH3:26])[C:21]3[C:20](=[O:28])[N:19]([CH2:29][O:30][C:31](=[O:36])[C:32]([CH3:35])([CH3:34])[CH3:33])[C:18](=[O:37])[N:17](COC(=O)C(C)(C)C)[C:16]=3[N:15]=2)[CH2:10][CH2:9]1)=[O:7])([CH3:4])([CH3:3])[CH3:2].[H-].[Na+]>O1CCCC1.CO.C(OCC)(=O)C>[C:1]([O:5][C:6]([N:8]1[CH2:13][CH2:12][N:11]([C:14]2[N:22]([CH2:23][CH:24]=[C:25]([CH3:26])[CH3:27])[C:21]3[C:20](=[O:28])[N:19]([CH2:29][O:30][C:31](=[O:36])[C:32]([CH3:35])([CH3:34])[CH3:33])[C:18](=[O:37])[NH:17][C:16]=3[N:15]=2)[CH2:10][CH2:9]1)=[O:7])([CH3:2])([CH3:3])[CH3:4] |f:1.2|. Procedure: 4-[1,3-Bis(2,2-dimethylpropionyloxymethyl)-7-(3-methylbut-2-enyl)-2,6-dioxo-2,3,6,7-tetrahydro-1H-purin-8-yl]piperazine-1-carboxylic acid tert-butyl ester (277 mg) was dissolved in a solvent mixture of tetrahydrofuran (3 ml) and methanol (6 ml), sodium hydride (21 mg) was added to the solution, and the mixture was stirred at room temperature for 1 hour and 10 minutes. The reaction mixture was diluted with ethyl acetate, washed with water, and dried over anhydrous magnesium sulfate. The solvent w...